This data is from the Open Reaction Database (ORD), a public repository of structured organic reaction records. The task is: describe an organic reaction: reactants, conditions, products, and yield Starting materials: ClN1C(CCC1=O)=O (N-chlorosuccinimide), N(=NC(C#N)(C)C)C(C#N)(C)C (2,2′-azobis(2-methylpropanenitrile)), ClC1=C(C=C(C=N1)C)F (6-chloro-5-fluoro-3-methylpyridine), ClN1C(CCC1=O)=O (N-chlorosuccinimide), N(=NC(C#N)(C)C)C(C#N)(C)C (2,2′-azobis(2-methylpropanenitrile)). Run in ClC1=CC=CC=C1 (chlorobenzene). The product is ClC1=C(C=C(C=N1)CCl)F (6-chloro-3-chloromethyl-5-fluoropyridine). Yield: 52.6%. As a reaction SMILES: [Cl:1][C:2]1[N:7]=[CH:6][C:5]([CH3:8])=[CH:4][C:3]=1[F:9].[Cl:10]N1C(=O)CCC1=O.N(C(C)(C)C#N)=NC(C)(C)C#N>ClC1C=CC=CC=1>[Cl:1][C:2]1[N:7]=[CH:6][C:5]([CH2:8][Cl:10])=[CH:4][C:3]=1[F:9]. Reported procedure: 1.00 g (6.87 mmol) of 6-chloro-5-fluoro-3-methylpyridine (F. L. Setliff, Organic Preparations and Procedures International 1971, 3, 217-222), 1.01 g (7.56 mmol) of N-chlorosuccinimide and 0.11 g (0.69 mmol) of 2,2′-azobis(2-methylpropanenitrile) in 100 ml of chlorobenzene are boiled under reflux for 2 days. After about 16 and 32 hours, in each case a further 1.01 g (7.56 mmol) of N-chlorosuccinimide and 0.11 g (0.69 mmol) of 2,2′-azobis(2-methylpropanenitrile) are added. The reaction mixture is ...